The task is: describe an organic reaction: reactants, conditions, products, and yield. This data is from the Open Reaction Database (ORD), a public repository of structured organic reaction records. The reactants are CO, Cc1nn(-c2ccc(Sc3cccc(C4(C(N)=O)CCOCC4)c3)cc2)c(=O)[nH]1, [K+], C1CCOC1, [OH-]. Yields the product Cc1nn(-c2ccc(Sc3cccc(C4(C(=O)O)CCOCC4)c3)cc2)c(=O)[nH]1. Reaction SMILES: [CH3:32][OH:33].[CH3:3][c:4]1[n:5][n:6](-[c:10]2[cH:11][cH:12][c:13]([S:16][c:17]3[cH:18][c:19]([C:23]4([C:29](=[O:30])[NH2:31])[CH2:24][CH2:25][O:26][CH2:27][CH2:28]4)[cH:20][cH:21][cH:22]3)[cH:14][cH:15]2)[c:7](=[O:9])[nH:8]1.[K+:2].[O:34]1[CH2:35][CH2:36][CH2:37][CH2:38]1.[OH-:1]>>[OH:1][C:29]([C:23]1([c:19]2[cH:18][c:17]([S:16][c:13]3[cH:12][cH:11][c:10](-[n:6]4[n:5][c:4]([CH3:3])[nH:8][c:7]4=[O:9])[cH:15][cH:14]3)[cH:22][cH:21][cH:20]2)[CH2:24][CH2:25][O:26][CH2:27][CH2:28]1)=[O:30]. Reactants: CCCCCC, ClCCl, [Cu]I, Cn1ccc2cc(I)ccc21, N#N, Cl[Pd]Cl, C#C[Si](C)(C)C, c1ccc(P(c2ccccc2)c2ccccc2)cc1, c1ccc(P(c2ccccc2)c2ccccc2)cc1. The product is C#Cc1ccc2c(ccn2C)c1. Reaction SMILES: [CH3:23][CH2:24][CH2:25][CH2:26][CH2:27][CH3:28].[Cl:20][CH2:21][Cl:22].[Cu:70][I:71].[I:1][c:2]1[cH:3][c:4]2[cH:5][cH:6][n:7]([CH3:11])[c:8]2[cH:9][cH:10]1.[N:18]#[N:19].[Pd:29]([Cl:30])[Cl:31].[Si:12]([CH3:13])([CH3:14])([CH3:15])[C:16]#[CH:17].[c:32]1([P:33]([c:34]2[cH:35][cH:36][cH:37][cH:38][cH:39]2)[c:40]2[cH:41][cH:42][cH:43][cH:44][cH:45]2)[cH:46][cH:47][cH:48][cH:49][cH:50]1.[c:51]1([P:52]([c:53]2[cH:54][cH:55][cH:56][cH:57][cH:58]2)[c:59]2[cH:60][cH:61][cH:62][cH:63][cH:64]2)[cH:65][cH:66][cH:67][cH:68][cH:69]1>>[c:2]1([C:16]#[CH:17])[cH:3][c:4]2[cH:5][cH:6][n:7]([CH3:11])[c:8]2[cH:9][cH:10]1. Solvent: O (water). Reaction SMILES: [Cl-].[Ca+2].[Cl-].[O:4]1[CH:6]([CH2:7][CH2:8][CH2:9][CH2:10][CH2:11][CH2:12][CH2:13][CH2:14][CH2:15][CH3:16])[CH2:5]1.S(=O)(=O)(O)O.[CH2:22]([OH:27])[CH2:23][CH2:24][CH2:25][OH:26].[C:28](=O)([O-])[OH:29].[Na+]>O>[OH:26][CH2:25][CH2:16][CH2:15][CH2:14][CH2:13][CH2:12][CH2:11][CH2:10][CH2:9][CH2:8][CH2:7][CH2:6][O:4][CH2:5][CH2:28][OH:29].[CH2:22]([OH:27])[CH2:23][CH2:24][CH2:25][OH:26] |f:0.1.2,6.7,9.10|. Isolated yield 94.1%. Starting materials: O1CC1CCCCCCCCCC (1,2-epoxydodecane), [Cl-].[Ca+2].[Cl-] (calcium chloride), resultant mixture, O1CC1CCCCCCCCCC (1,2-epoxydodecane), C(O)([O-])=O.[Na+] (sodium hydrogen carbonate), C(CCCO)O (1,4-butanediol), S(O)(O)(=O)=O (sulfuric acid), O1CC1CCCCCCCCCC (1,2-epoxydodecane), O1CC1CCCCCCCCCC (1,2-epoxydodecane), resultant mixture. Conditions: temperature 52.5 celsius, time 15 minute. Procedure details: Separately, a 100 ml mixing vessel equipped with a calcium chloride-containing tube was charged with 36.9 g (0.20 mole) of 1,2-epoxydodecane. While the charged 1,2-epoxydodecane was stirred and cooled with water, a concentrated sulfuric acid was gradually dropped in an amount of 0.4 g (0.004 mole) into the cooled 1,2-epoxydodecane. After stirring for 15 minutes, the resultant mixture was placed into the dropping apparatus attached to the reaction vessel and was dropped into 1,4-butanediol contai... The product is OCCCCCCCCCCCCOCCO.C(CCCO)O (1,4-butanediol ethyleneglycol monohydroxydodecyl ether). The reactants are C(C)(C)(C)C1=CC(=C(C=N1)C=1N([C@]([C@](N1)(C)C1=CC=C(C=C1)Cl)(C)C1=CC=C(C=C1)Cl)C(=O)Cl)OCC ((4S,5R)-2-(6-tert-butyl-4-ethoxy-pyridin-3-yl)-4,5-bis-(4-chloro-phenyl)-4,5-dimethyl-4,5-dihydro-imidazole-1-carbonyl chloride), N1(CCCCC1)C1CCNCC1 ([1,4′]-bipiperidinyl). Product: N1(CCCCC1)C1CCN(CC1)C(=O)N1C(=N[C@@]([C@@]1(C)C1=CC=C(C=C1)Cl)(C)C1=CC=C(C=C1)Cl)C=1C=NC(=CC1OCC)C(C)(C)C ([1,4′]Bipiperidinyl-1′-yl-[(4S,5R)-2-(6-tert-butyl-4-ethoxy-pyridin-3-yl)-4,5-bis-(4-chloro-phenyl)-4,5-dimethyl-4,5-dihydro-imidazol-1-yl]-methanone). Reaction SMILES: [C:1]([C:5]1[N:10]=[CH:9][C:8]([C:11]2[N:12]([C:32](Cl)=[O:33])[C@@:13]([C:25]3[CH:30]=[CH:29][C:28]([Cl:31])=[CH:27][CH:26]=3)([CH3:24])[C@@:14]([C:17]3[CH:22]=[CH:21][C:20]([Cl:23])=[CH:19][CH:18]=3)([CH3:16])[N:15]=2)=[C:7]([O:35][CH2:36][CH3:37])[CH:6]=1)([CH3:4])([CH3:3])[CH3:2].[N:38]1([CH:44]2[CH2:49][CH2:48][NH:47][CH2:46][CH2:45]2)[CH2:43][CH2:42][CH2:41][CH2:40][CH2:39]1>>[N:38]1([CH:44]2[CH2:49][CH2:48][N:47]([C:32]([N:12]3[C@@:13]([C:25]4[CH:30]=[CH:29][C:28]([Cl:31])=[CH:27][CH:26]=4)([CH3:24])[C@@:14]([C:17]4[CH:18]=[CH:19][C:20]([Cl:23])=[CH:21][CH:22]=4)([CH3:16])[N:15]=[C:11]3[C:8]3[CH:9]=[N:10][C:5]([C:1]([CH3:2])([CH3:4])[CH3:3])=[CH:6][C:7]=3[O:35][CH2:36][CH3:37])=[O:33])[CH2:46][CH2:45]2)[CH2:43][CH2:42][CH2:41][CH2:40][CH2:39]1. Procedure: In a manner analogous to the method described in examples 8, (4S,5R)-2-(6-tert-butyl-4-ethoxy-pyridin-3-yl)-4,5-bis-(4-chloro-phenyl)-4,5-dimethyl-4,5-dihydro-imidazole-1-carbonyl chloride (example 51) was coupled with [1,4′]-bipiperidinyl (Aldrich) to give the title compound. HR-MS (ES, m/z) calculated for C39H50Cl2N5O2 [(M+H)+] 690.3336, observed 690.334.